From a dataset of the Open Reaction Database (ORD), a public repository of structured organic reaction records. describe an organic reaction: reactants, conditions, products, and yield The reactants are NC1=NC=CC(=C1)O (2-aminopyridin-4-ol), ClC1=NC=C(C=C1C)[N+](=O)[O-] (2-chloro-3-methyl-5-nitropyridine), C(=O)([O-])[O-].[K+].[K+] (K2CO3). Run in CN(C)C=O (DMF). The product is CC=1C(=NC=C(C1)[N+](=O)[O-])OC1=CC(=NC=C1)N (4-[(3-methyl-5-nitro-2-pyridyl)oxy]pyridin-2-amine). Isolated yield 44.7%. As a reaction SMILES: [NH2:1][C:2]1[CH:7]=[C:6]([OH:8])[CH:5]=[CH:4][N:3]=1.Cl[C:10]1[C:15]([CH3:16])=[CH:14][C:13]([N+:17]([O-:19])=[O:18])=[CH:12][N:11]=1.C([O-])([O-])=O.[K+].[K+]>CN(C=O)C>[CH3:16][C:15]1[C:10]([O:8][C:6]2[CH:5]=[CH:4][N:3]=[C:2]([NH2:1])[CH:7]=2)=[N:11][CH:12]=[C:13]([N+:17]([O-:19])=[O:18])[CH:14]=1 |f:2.3.4|. Reported procedure: Mix 2-aminopyridin-4-ol (3.3 g, 30 mmol), 2-chloro-3-methyl-5-nitropyridine (5.17 g, 30 mmol) in anhydrous DMF (50 mL), add K2CO3 (8.28 g, 60 mmol). Stir the reaction at 90° C. overnight. Concentrate under reduced pressure to give crude product. Purification by chromatography (silica gel, EtOAc:PE=1:1) affords the title compound (3.3 g, 45%). MS: (M+1): 247.1. The reactants are C(C1=CC=CC=C1)(C1=CC=CC=C1)(C1=CC=CC=C1)NC=1SC=C(N1)/C(/C(=O)NC1[C@@H]2N(C(=C(CS2)\C=C\CN2C=NC3=C2C=C(C(=C3)O)O)C(=O)OC(C3=CC=CC=C3)C3=CC=CC=C3)C1=O)=N/OC (diphenylmethyl 7-[(Z)-2-(2-tritylaminothiazol-4-yl)-2-methoxyiminoacetamido]-3-[(E)-3-(5,6-dihydroxybenzimidazol-1-yl)-1-propen-1-yl]-3-cephem-4-carboxylate), C1(=CC=CC=C1)OC (anisole), C(=O)(C(F)(F)F)O (TFA). The solvent is C(C)(C)OC(C)C (isopropyl ether). Product: NC=1SC=C(N1)/C(/C(=O)NC1[C@@H]2N(C(=C(CS2)\C=C\CN2C=NC3=C2C=C(C(=C3)O)O)C(=O)O)C1=O)=N/OC (7-[(Z)-2-(2-aminothiazol-4-yl)-2-methoxyiminoacetamido]-3-[(E)-3-(5,6-dihydroxybenzimidazol-1-yl)-1-propen-1-yl]-3-cephem-4-carboxylic acid). Yield: 52.0%. RXN SMILES: C([NH:20][C:21]1[S:22][CH:23]=[C:24](/[C:26](=[N:69]/[O:70][CH3:71])/[C:27]([NH:29][CH:30]2[C:67](=[O:68])[N:32]3[C:33]([C:51]([O:53]C(C4C=CC=CC=4)C4C=CC=CC=4)=[O:52])=[C:34](/[CH:37]=[CH:38]/[CH2:39][N:40]4[C:44]5[CH:45]=[C:46]([OH:50])[C:47]([OH:49])=[CH:48][C:43]=5[N:42]=[CH:41]4)[CH2:35][S:36][C@H:31]23)=[O:28])[N:25]=1)(C1C=CC=CC=1)(C1C=CC=CC=1)C1C=CC=CC=1.C1(OC)C=CC=CC=1.C(O)(C(F)(F)F)=O>C(OC(C)C)(C)C>[NH2:20][C:21]1[S:22][CH:23]=[C:24](/[C:26](=[N:69]/[O:70][CH3:71])/[C:27]([NH:29][CH:30]2[C:67](=[O:68])[N:32]3[C:33]([C:51]([OH:53])=[O:52])=[C:34](/[CH:37]=[CH:38]/[CH2:39][N:40]4[C:44]5[CH:45]=[C:46]([OH:50])[C:47]([OH:49])=[CH:48][C:43]=5[N:42]=[CH:41]4)[CH2:35][S:36][C@H:31]23)=[O:28])[N:25]=1. Reported procedure: A mixture of diphenylmethyl 7-[(Z)-2-(2-tritylaminothiazol-4-yl)-2-methoxyiminoacetamido]-3-[(E)-3-(5,6-dihydroxybenzimidazol-1-yl)-1-propen-1-yl]-3-cephem-4-carboxylate (XIn) (171 mg, 0.175 mmol), anisole (0.5 ml) and TFA (4 ml) was stirred for an hour at room temperature. The mixture was diluted with isopropyl ether to precipitate a crude product. The product was chromatographed on a column of Prep C18 (Waters, 20×300 mm), and the column was eluted successively with 10% MeOH/H2O, 15% MeOH/H2O ... The reactants are O=C([O-])[O-], Cc1c[nH]c(C(Cc2cc(C)c3nn(COCC[Si](C)(C)C)cc3c2)NC(=O)OC(C)(C)C)n1, CN(C)C=O, Fc1cccc(CBr)c1, [K+], [K+]. Product: Cc1cn(Cc2cccc(F)c2)c(C(Cc2cc(C)c3nn(COCC[Si](C)(C)C)cc3c2)NC(=O)OC(C)(C)C)n1. Reaction SMILES: [C:44](=[O:45])([O-:46])[O-:47].[CH3:1][c:2]1[n:3][c:4]([CH:7]([CH2:8][c:9]2[cH:10][c:11]3[cH:12][n:13]([CH2:19][O:20][CH2:21][CH2:22][Si:23]([CH3:24])([CH3:25])[CH3:26])[n:14][c:15]3[c:16]([CH3:18])[cH:17]2)[NH:27][C:28]([O:29][C:30]([CH3:31])([CH3:32])[CH3:33])=[O:34])[nH:5][cH:6]1.[CH3:50][N:51]([CH3:52])[CH:53]=[O:54].[F:35][c:36]1[cH:37][c:38]([CH2:39][Br:40])[cH:41][cH:42][cH:43]1.[K+:48].[K+:49]>>[CH3:1][c:2]1[n:3][c:4]([CH:7]([CH2:8][c:9]2[cH:10][c:11]3[cH:12][n:13]([CH2:19][O:20][CH2:21][CH2:22][Si:23]([CH3:24])([CH3:25])[CH3:26])[n:14][c:15]3[c:16]([CH3:18])[cH:17]2)[NH:27][C:28]([O:29][C:30]([CH3:31])([CH3:32])[CH3:33])=[O:34])[n:5]([CH2:39][c:38]2[cH:37][c:36]([F:35])[cH:43][cH:42][cH:41]2)[cH:6]1. The reactants are ClCCl (dichloromethane), C(CCCCC)=O (Hexanal), N1CCCCC1 (piperidine), mehtylcyano acetate, C(C)(=O)O (acetic acid). Run at time 14 hour. Product: COC(\C(=C\CCCCC)\C#N)=O ((E)-2-cyano-oct-2-enoic acid methyl ester). RXN SMILES: C(=O)CC[CH2:4][CH2:5][CH3:6].[NH:8]1[CH2:13][CH2:12][CH2:11][CH2:10][CH2:9]1.Cl[CH2:15]Cl.[C:17]([OH:20])(=[O:19])C>>[CH3:15][O:20][C:17](=[O:19])/[C:12](/[C:13]#[N:8])=[CH:11]/[CH2:10][CH2:9][CH2:6][CH2:5][CH3:4]. Procedure: Hexanal (6.06 ml, 50 mmol) and piperidine (0.16 ml) were added to a solution of mehtylcyano acetate (4.4 ml, 49 mmol) in acetic acid (6.8 ml). The solution was stirred for 14 h at ambient temperature and poured onto ice water/dichloromethane 1/1. The layers were separated and the aqueous layer was extracted two times with dichloromethane. The combined extracts were washed with ice water, dried over sodium sulfate and the solvent was removed under reduced pressure to yield (E)-2-cyano-oct-2-enoic... The reactants are O=C1NCC(c2cccc(C(F)(F)F)c2)N1c1ccc(Cl)cc1, COc1ccc(-c2nc(CCl)no2)cc1, C=Cc1cccc(C(F)(F)F)c1, [H-], [Na+], CN(C)C=O. The product is COc1ccc(-c2nc(CN3CC(c4cccc(C(F)(F)F)c4)N(c4ccc(Cl)cc4)C3=O)no2)cc1. Reaction SMILES: [Cl:1][c:2]1[cH:3][cH:4][c:5]([N:8]2[C:9](=[O:23])[NH:10][CH2:11][CH:12]2[c:13]2[cH:14][c:15]([C:19]([F:20])([F:21])[F:22])[cH:16][cH:17][cH:18]2)[cH:6][cH:7]1.[Cl:38][CH2:39][c:40]1[n:41][o:42][c:43](-[c:45]2[cH:46][cH:47][c:48]([O:51][CH3:52])[cH:49][cH:50]2)[n:44]1.[F:24][C:25]([F:26])([F:27])[c:28]1[cH:29][cH:30][cH:31][c:32]([CH:33]=[CH2:34])[cH:35]1.[H-:37].[Na+:36].[O:53]=[CH:54][N:55]([CH3:56])[CH3:57]>>[Cl:1][c:2]1[cH:3][cH:4][c:5]([N:8]2[C:9](=[O:23])[N:10]([CH2:39][c:40]3[n:41][o:42][c:43](-[c:45]4[cH:46][cH:47][c:48]([O:51][CH3:52])[cH:49][cH:50]4)[n:44]3)[CH2:11][CH:12]2[c:13]2[cH:14][c:15]([C:19]([F:20])([F:21])[F:22])[cH:16][cH:17][cH:18]2)[cH:6][cH:7]1. Starting materials: C([O-])([O-])=O.[Na+].[Na+] (sodium carbonate), step-ii, FC=1C=C(C=CC1B1OC(C(O1)(C)C)(C)C)N1CCN(CC1)C(=O)OC(C)(C)C (tert-butyl 4-(3-fluoro-4-(4,4,5,5-tetramethyl-1,3,2-dioxaborolan-2-yl)phenyl)piperazine-1-carboxylate), BrC=1C=C2C(=NC1)N(C=C2C=2C=NN(C2)CC2=CC(=CC=C2)F)S(=O)(=O)C2=CC=C(C)C=C2 (5-bromo-3-(1-(3-fluorobenzyl)-1H-pyrazol-4-yl)-1-tosyl-1H-pyrrolo[2,3-b]pyridine), FC=1C=C(C=CC1B1OC(C(O1)(C)C)(C)C)N1CCN(CC1)C(=O)OC(C)(C)C (tert-butyl 4-(3-fluoro-4-(4,4,5,5-tetramethyl-1,3,2-dioxaborolan-2-yl)phenyl)piperazine-1-carboxylate). The reagents and catalysts are Cl[Pd]([P](C1=CC=CC=C1)(C2=CC=CC=C2)C3=CC=CC=C3)([P](C4=CC=CC=C4)(C5=CC=CC=C5)C6=CC=CC=C6)Cl (Pd(PPh3)2Cl2). Run in COCCOC.O (DME water). Yields the product FC=1C=C(C=CC1C=1C=C2C(=NC1)N(C=C2C=2C=NN(C2)CC2=CC(=CC=C2)F)S(=O)(=O)C2=CC=C(C)C=C2)N2CCN(CC2)C(=O)OC(C)(C)C (tert-butyl 4-(3-fluoro-4-(3-(1-(3-fluorobenzyl)-1H-pyrazol-4-yl)-1-tosyl-1H-pyrrolo[2,3-b]pyridin-5-yl)phenyl)piperazine-1-carboxylate). Yield: 83.3%. RXN SMILES: Br[C:2]1[CH:3]=[C:4]2[C:10]([C:11]3[CH:12]=[N:13][N:14]([CH2:16][C:17]4[CH:22]=[CH:21][CH:20]=[C:19]([F:23])[CH:18]=4)[CH:15]=3)=[CH:9][N:8]([S:24]([C:27]3[CH:33]=[CH:32][C:30]([CH3:31])=[CH:29][CH:28]=3)(=[O:26])=[O:25])[C:5]2=[N:6][CH:7]=1.[F:34][C:35]1[CH:36]=[C:37]([N:50]2[CH2:55][CH2:54][N:53]([C:56]([O:58][C:59]([CH3:62])([CH3:61])[CH3:60])=[O:57])[CH2:52][CH2:51]2)[CH:38]=[CH:39][C:40]=1B1OC(C)(C)C(C)(C)O1.C(=O)([O-])[O-].[Na+].[Na+]>COCCOC.O.Cl[Pd](Cl)([P](C1C=CC=CC=1)(C1C=CC=CC=1)C1C=CC=CC=1)[P](C1C=CC=CC=1)(C1C=CC=CC=1)C1C=CC=CC=1>[F:34][C:35]1[CH:36]=[C:37]([N:50]2[CH2:55][CH2:54][N:53]([C:56]([O:58][C:59]([CH3:62])([CH3:61])[CH3:60])=[O:57])[CH2:52][CH2:51]2)[CH:38]=[CH:39][C:40]=1[C:2]1[CH:3]=[C:4]2[C:10]([C:11]3[CH:12]=[N:13][N:14]([CH2:16][C:17]4[CH:22]=[CH:21][CH:20]=[C:19]([F:23])[CH:18]=4)[CH:15]=3)=[CH:9][N:8]([S:24]([C:27]3[CH:28]=[CH:29][C:30]([CH3:31])=[CH:32][CH:33]=3)(=[O:25])=[O:26])[C:5]2=[N:6][CH:7]=1 |f:2.3.4,5.6,^1:78,97|. Reported procedure: Using similar reaction conditions as described in step-ii of example-1, 5-bromo-3-(1-(3-fluorobenzyl)-1H-pyrazol-4-yl)-1-tosyl-1H-pyrrolo[2,3-b]pyridine (compound of Step-i of example 9) (130 g, 0.248 mmol) was coupled with tert-butyl 4-(3-fluoro-4-(4,4,5,5-tetramethyl-1,3,2-dioxaborolan-2-yl)phenyl)piperazine-1-carboxylate (intermediate 69B) (151 mg, 0.372 mmol) using sodium carbonate (79 mg, 0.714 mmol) and Pd(PPh3)2Cl2 (9 mg, 0.124 mmol) in DME/water (5/2 mL). This afforded 150 mg (83.3% yiel... The reactants are ClC1=CC(=NC=2N1N=CC2)C=2C=C(C=CC2)C(F)(F)F (7-chloro-5-(α,α,α-trifluoro-m-tolyl)pyrazolo[1,5-a]pyrimidine), [H][H] (hydrogen), C(C)(=O)[O-].[Na+] (sodium acetate), alcohol. The reagents and catalysts are [Pd] (palladium on charcoal). Product: FC(C1=CC(=CC=C1)C1=NC=2N(C=C1)N=CC2)(F)F (5-(α,α,α-Trifluoro-m-tolyl)pyrazolo[1,5-a]pyrimidine). Reaction SMILES: Cl[C:2]1[N:7]2[N:8]=[CH:9][CH:10]=[C:6]2[N:5]=[C:4]([C:11]2[CH:12]=[C:13]([C:17]([F:20])([F:19])[F:18])[CH:14]=[CH:15][CH:16]=2)[CH:3]=1.C([O-])(=O)C.[Na+].[H][H]>[Pd]>[F:19][C:17]([F:18])([F:20])[C:13]1[CH:14]=[CH:15][CH:16]=[C:11]([C:4]2[CH:3]=[CH:2][N:7]3[N:8]=[CH:9][CH:10]=[C:6]3[N:5]=2)[CH:12]=1 |f:1.2|. Procedure details: The mixture of 1.65 g. 7-chloro-5-(α,α,α-trifluoro-m-tolyl)pyrazolo[1,5-a]pyrimidine, 0.46 g. of anhydrous sodium acetate, 0.20 g. of 10% palladium on charcoal catayst and 100 ml. of absolute alcohol is hydrogenated in a Parr apparatus beginning at 10 lbs. pressure until one equivalent of hydrogen is absorbed in about 40 minutes. The catalyst is removed by filtration and the solvent is evaporated to dryness and water is added. The solid is collected by filtration and is recrystallized from methy... Starting materials: O[C@@H]1CC[C@H](CC1)N1C=2N(C(=C(C1=O)CC1=CC=C(S1)C1=C(C#N)C=CC=C1)CCC)N=CN2 (2-(5-{[4-(trans-4-hydroxycyclohexyl)-5-oxo-7-propyl-4,5-dihydro[1,2,4]triazolo[1,5-a]pyrimidin-6-yl]methyl}thiophen-2-yl)benzonitrile), [N+](=[N-])=CC(=O)OCC (ethyl diazoacetate). The reagents and catalysts are C(C)(=O)[O-].[Rh+] (rhodium(I) acetate). Solvent: C1(=CC=CC=C1)C (toluene). Reaction conditions: time 1 hour. The product is C(#N)C1=C(C=CC=C1)C1=CC=C(S1)CC=1C(N(C=2N(C1CCC)N=CN2)[C@@H]2CC[C@H](CC2)OCC(=O)OCC)=O (ethyl ({trans-4-[6-{[5-(2-cyanophenyl)thiophen-2-yl]methyl}-5-oxo-7-propyl[1,2,4]triazolo[1,5-a]pyrimidin-4(5H)-yl]cyclohexyl}oxy)acetate). The yield is 53.0%. Reaction SMILES: [OH:1][C@H:2]1[CH2:7][CH2:6][C@H:5]([N:8]2[C:13](=[O:14])[C:12]([CH2:15][C:16]3[S:20][C:19]([C:21]4[CH:28]=[CH:27][CH:26]=[CH:25][C:22]=4[C:23]#[N:24])=[CH:18][CH:17]=3)=[C:11]([CH2:29][CH2:30][CH3:31])[N:10]3[N:32]=[CH:33][N:34]=[C:9]23)[CH2:4][CH2:3]1.[N+](=[CH:37][C:38]([O:40][CH2:41][CH3:42])=[O:39])=[N-]>C([O-])(=O)C.[Rh+].C1(C)C=CC=CC=1>[C:23]([C:22]1[CH:25]=[CH:26][CH:27]=[CH:28][C:21]=1[C:19]1[S:20][C:16]([CH2:15][C:12]2[C:13](=[O:14])[N:8]([C@H:5]3[CH2:6][CH2:7][C@H:2]([O:1][CH2:37][C:38]([O:40][CH2:41][CH3:42])=[O:39])[CH2:3][CH2:4]3)[C:9]3[N:10]([N:32]=[CH:33][N:34]=3)[C:11]=2[CH2:29][CH2:30][CH3:31])=[CH:17][CH:18]=1)#[N:24] |f:2.3|. Procedure: To a mixture of 2-(5-{[4-(trans-4-hydroxycyclohexyl)-5-oxo-7-propyl-4,5-dihydro[1,2,4]triazolo[1,5-a]pyrimidin-6-yl]methyl}thiophen-2-yl)benzonitrile (0.4 g), rhodium(I) acetate (0.0019 g) and toluene (10 mL) was added dropwise ethyl diazoacetate (0.46 mL) at 80° C., and the mixture was stirred at the same temperature for 1 hr. The reaction mixture was concentrated, and the obtained residue was subjected to silica gel column chromatography to give the title compound as a colorless solid (0.25 g,... Reactants: CC(C)=O, CS(=O)(=O)OCCCC(F)(F)C(F)(F)F, [I-], [Na+]. The product is FC(F)(F)C(F)(F)CCCI. As a reaction SMILES: [CH3:18][C:19](=[O:20])[CH3:21].[CH3:3][S:4]([O:5][CH2:8][CH2:9][CH2:10][C:11]([C:12]([F:13])([F:14])[F:15])([F:16])[F:17])(=[O:6])=[O:7].[I-:2].[Na+:1]>>[I:2][CH2:8][CH2:9][CH2:10][C:11]([C:12]([F:13])([F:14])[F:15])([F:16])[F:17].